This data is from the Open Reaction Database (ORD), a public repository of structured organic reaction records. The task is: describe an organic reaction: reactants, conditions, products, and yield The reactants are C(C)N1CCN(CC1)C=1N=C(C=C2C1SC=C2)Br (7-(1-ethylpiperazin-4-yl)-5-bromothieno[2,3-c]pyridine), Cl (hydrochloric acid), C(C)N1CCN(CC1)C=1N=C(C=C2C1SC=C2)C2=CC(=C(C=C2)OCCOC(C)=O)Cl (7-(4-ethylpiperazin-1-yl)-5-[4-(2-acetoxyethoxy)-3-chlorophenyl]thieno[2,3-c]pyridine). The solvent is C(C)(=O)OCC (Ethyl acetate). Reaction conditions: time 45 minute. The product is C(C)N1CCN(CC1)C=1N=C(C=C2C1SC=C2)C2=CC(=C(C=C2)OCCO)Cl (7-(4-ethylpiperazin-1-yl)-5-[3-chloro-4-(2-hydroxyethoxy)phenyl]thieno[2,3-c]pyridine). As a reaction SMILES: C(N1CCN(C2N=C(Br)C=C3C=CSC=23)CC1)C.[CH2:19]([N:21]1[CH2:26][CH2:25][N:24]([C:27]2[N:28]=[C:29]([C:36]3[CH:41]=[CH:40][C:39]([O:42][CH2:43][CH2:44][O:45]C(=O)C)=[C:38]([Cl:49])[CH:37]=3)[CH:30]=[C:31]3[CH:35]=[CH:34][S:33][C:32]=23)[CH2:23][CH2:22]1)[CH3:20].Cl>C(OCC)(=O)C>[CH2:19]([N:21]1[CH2:26][CH2:25][N:24]([C:27]2[N:28]=[C:29]([C:36]3[CH:41]=[CH:40][C:39]([O:42][CH2:43][CH2:44][OH:45])=[C:38]([Cl:49])[CH:37]=3)[CH:30]=[C:31]3[CH:35]=[CH:34][S:33][C:32]=23)[CH2:23][CH2:22]1)[CH3:20]. Procedure details: The resulting compound and 7-(1-ethylpiperazin-4-yl)-5-bromothieno[2,3-c]pyridine (0.19 g) were reacted in the same manner as in Example 300-4, to give a reaction solution containing 7-(4-ethylpiperazin-1-yl)-5-[4-(2-acetoxyethoxy)-3-chlorophenyl]thieno[2,3-c]pyridine. Ethyl acetate and 2N hydrochloric acid were added to the reaction solution, and the resulting insoluble matters were filtered off. The aqueous layer was separated, while the organic layer was extracted with 2N hydrochloric acid. T... The reactants are C(C)(=O)O.NN (hydrazine acetate), C([O-])([O-])=O.[K+].[K+] (potassium carbonate), C(#N)C1=CC(=NC=C1)N1CCN(CC1)C(=O)OCC(C)(C)C (2,2-Dimethylpropyl 4-(4-cyanopyridin-2-yl)-1-piperazinecarboxylate). The solvent is C(C)(=O)OCC (ethyl acetate), C(C)O (ethanol). Product: CC1=NC(=NN1)C1=CC(=NC=C1)N1CCN(CC1)C(=O)OCC(C)(C)C (2,2-Dimethylpropyl 4-[4-(5-methyl-1,2,4-triazol-3-yl)pyridin-2-yl]-1-piperazinecarboxylate). Isolated yield 4.5%. As a reaction SMILES: [C:1]([C:3]1[CH:8]=[CH:7][N:6]=[C:5]([N:9]2[CH2:14][CH2:13][N:12]([C:15]([O:17][CH2:18][C:19]([CH3:22])([CH3:21])[CH3:20])=[O:16])[CH2:11][CH2:10]2)[CH:4]=1)#[N:2].[C:23](O)(=O)[CH3:24].[NH2:27][NH2:28].C(=O)([O-])[O-].[K+].[K+]>C(O)C.C(OCC)(=O)C>[CH3:24][C:23]1[NH:28][N:27]=[C:1]([C:3]2[CH:8]=[CH:7][N:6]=[C:5]([N:9]3[CH2:10][CH2:11][N:12]([C:15]([O:17][CH2:18][C:19]([CH3:22])([CH3:21])[CH3:20])=[O:16])[CH2:13][CH2:14]3)[CH:4]=2)[N:2]=1 |f:1.2,3.4.5|. Reported procedure: 2,2-Dimethylpropyl 4-(4-cyanopyridin-2-yl)piperazine-1-carboxylate (143 mg) obtained in Example 2 was dissolved in ethanol (5 mL), and hydrazine acetate (140 mg) and potassium carbonate (328 mg) were added thereto and heated under reflux for 5 hours, then the reaction liquid was evaporated. Acetic anhydride (3 mL) was added to the resulting residue, and heated under reflux for 2 hours, then the reaction liquid was diluted with ethyl acetate, washed with water and saturated saline water, and drie... The reactants are C(=O)(OCC1=CC=CC=C1)N1[C@H](C(=O)O)CC(C1)O (N-Carbobenzyloxy-4-hydroxy-L-proline), [N+](=[N-])=C (diazomethane), [N+](=[N-])=C (diazomethane). The solvent is dioxane-ether, O1CCOCC1 (dioxane). The product is C(=O)(OCC1=CC=CC=C1)N1[C@H](C(=O)OC)CC(C1)O (N-Carbobenzyloxy-4-hydroxy-L-proline, methyl ester). As a reaction SMILES: [C:1]([N:11]1[CH2:18][CH:17]([OH:19])[CH2:16][C@H:12]1[C:13]([OH:15])=[O:14])([O:3][CH2:4][C:5]1[CH:10]=[CH:9][CH:8]=[CH:7][CH:6]=1)=[O:2].[N+](=[CH2:22])=[N-]>O1CCOCC1>[C:1]([N:11]1[CH2:18][CH:17]([OH:19])[CH2:16][C@H:12]1[C:13]([O:15][CH3:22])=[O:14])([O:3][CH2:4][C:5]1[CH:6]=[CH:7][CH:8]=[CH:9][CH:10]=1)=[O:2]. Procedure details: N-Carbobenzyloxy-4-hydroxy-L-proline [12.4 g. (0.047 mole)] is esterified with diazomethane in dioxane-ether as described in JACS, 79, 191 (1957). To avoid freezing of the dioxane the addition of the diazomethane solution is begun at 10° and completed at 0°-2°. The yield of nearly colorless viscous oil is 14.6 g. (100%). Product: C(C)(=O)SC1CC(NC1)=O (4-acetylthio-2-pyrrolidinone). The reactants are N(=NC(=O)OCC)C(=O)OCC (diethyl azodicarboxylate), C(C)(=S)O (thioacetic acid), C1(=CC=CC=C1)P(C1=CC=CC=C1)C1=CC=CC=C1 (triphenylphosphine), OC1CC(NC1)=O (4-hydroxy-2-pyrrolidinone). Reported procedure: 20-(1) 15.6 g of triphenylphosphine were added to a suspension of 3 g of 4-hydroxy-2-pyrrolidinone in 200 ml of tetrahydrofuran, and then the mixture was stirred at room temperature for 5 minutes, after which it was cooled to -20° C. A solution of 9.3 ml of diethyl azodicarboxylate in 9 ml of tetrahydrofuran was added dropwise, whilst cooling at -12° C. to -20° C., to the previous solution. The mixture was then stirred at 0°-5° C. for 5 minutes, after which it was again cooled to -20° C. 4.2 ml ... Reaction SMILES: C1(P(C2C=CC=CC=2)C2C=CC=CC=2)C=CC=CC=1.O[CH:21]1[CH2:25][NH:24][C:23](=[O:26])[CH2:22]1.N(C(OCC)=O)=NC(OCC)=O.[C:39]([OH:42])(=[S:41])[CH3:40]>O1CCCC1>[C:39]([S:41][CH:21]1[CH2:25][NH:24][C:23](=[O:26])[CH2:22]1)(=[O:42])[CH3:40]. Run in O1CCCC1 (tetrahydrofuran), O1CCCC1 (tetrahydrofuran). Reaction conditions: time 5 minute. Reactants: CCOC(=O)CC1(C)C=CC(Cl)=C2C=c3[nH]c(=O)c(=O)[nH]c3=C21, Cl, [Na+], C1COCCO1, [OH-]. Product: CC1(CC(=O)O)C=CC(Cl)=C2C=c3[nH]c(=O)c(=O)[nH]c3=C21. Reaction SMILES: [Cl:1][C:2]1=[C:3]2[CH:4]=[c:5]3[c:6]([nH:7][c:8](=[O:12])[c:9](=[O:11])[nH:10]3)=[C:13]2[C:14]([CH3:17])([CH2:18][C:19](=[O:20])[O:21][CH2:22][CH3:23])[CH:15]=[CH:16]1.[ClH:30].[Na+:32].[O:24]1[CH2:25][CH2:26][O:27][CH2:28][CH2:29]1.[OH-:31]>>[Cl:1][C:2]1=[C:3]2[CH:4]=[c:5]3[c:6]([nH:7][c:8](=[O:12])[c:9](=[O:11])[nH:10]3)=[C:13]2[C:14]([CH3:17])([CH2:18][C:19](=[O:20])[OH:21])[CH:15]=[CH:16]1. Reactants: ClCCC(=O)N1C2=C(NC(C3=C1C=CC=C3)=O)C=CC=N2 (11-(3-chloropropionyl)-5,11-dihydro-6H-pyrido-[2,3-b][1,4]-benzodiazepine-6-one), C(\C=C(/C)\CCC[C@H](C)CCC[C@H](C)CCCC(C)C)N1CCNCC1 (1-phytyl-piperazine). Product: Cl.Cl.C(\C=C(/C)\CCC[C@H](C)CCC[C@H](C)CCCC(C)C)N1CCN(CC1)CCC(=O)N1C2=C(NC(C3=C1C=CC=C3)=O)C=CC=N2 (5,11-dihydro-11-[3-(4-phytyl-1-piperazinyl)-propionyl]-6H-pyrido-[2,3-b][1,4]-benzodiazepine-6-one dihydrochloride). Yield: 62.0%. RXN SMILES: [Cl:1][CH2:2][CH2:3][C:4]([N:6]1[C:12]2[CH:13]=[CH:14][CH:15]=[CH:16][C:11]=2[C:10](=[O:17])[NH:9][C:8]2[CH:18]=[CH:19][CH:20]=[N:21][C:7]1=2)=[O:5].[CH2:22]([N:42]1[CH2:47][CH2:46][NH:45][CH2:44][CH2:43]1)/[CH:23]=[C:24](/[CH2:26][CH2:27][CH2:28][C@@H:29]([CH2:31][CH2:32][CH2:33][C@@H:34]([CH2:36][CH2:37][CH2:38][CH:39]([CH3:41])[CH3:40])[CH3:35])[CH3:30])\[CH3:25]>>[ClH:1].[ClH:1].[CH2:22]([N:42]1[CH2:43][CH2:44][N:45]([CH2:2][CH2:3][C:4]([N:6]2[C:12]3[CH:13]=[CH:14][CH:15]=[CH:16][C:11]=3[C:10](=[O:17])[NH:9][C:8]3[CH:18]=[CH:19][CH:20]=[N:21][C:7]2=3)=[O:5])[CH2:46][CH2:47]1)/[CH:23]=[C:24](/[CH2:26][CH2:27][CH2:28][C@@H:29]([CH2:31][CH2:32][CH2:33][C@@H:34]([CH2:36][CH2:37][CH2:38][CH:39]([CH3:40])[CH3:41])[CH3:35])[CH3:30])\[CH3:25] |f:2.3.4|. Reported procedure: Using the procedure of Example 7, 11-(3-chloropropionyl)-5,11-dihydro-6H-pyrido-[2,3-b][1,4]-benzodiazepine-6-one was reacted with 1-phytyl-piperazine to obtain a 62% yield of 5,11-dihydro-11-[3-(4-phytyl-1-piperazinyl)-propionyl]-6H-pyrido-[2,3-b][1,4]-benzodiazepine-6-one dihydrochloride which melted at 204°-210° C. (with decomposition) after crystallization from ethanol. The reactants are ClC(F)F (Chlorodifluoromethane), ClC1=C(C=C(C(=C1)Cl)C)C1=CC(N(N1)C)=O (5-(2,4-dichloro-5-methylphenyl)-1,2-dihydro-2-methyl-3H-pyrazol-3-one), [OH-].[Na+] (sodium hydroxide). Solvent: O1CCOCC1 (dioxane), O (water), O (water). The product is ClC1=C(C=C(C(=C1)Cl)C)C1=NN(C(=C1)OC(F)F)C (3-(2,4-Dichloro-5-methylphenyl)-5-difluoromethoxy-1-methyl-1H-pyrazole). Reaction SMILES: [OH-].[Na+].[Cl:3][C:4]1[CH:9]=[C:8]([Cl:10])[C:7]([CH3:11])=[CH:6][C:5]=1[C:12]1[NH:16][N:15]([CH3:17])[C:14](=[O:18])[CH:13]=1.Cl[CH:20]([F:22])[F:21]>O.O1CCOCC1>[Cl:3][C:4]1[CH:9]=[C:8]([Cl:10])[C:7]([CH3:11])=[CH:6][C:5]=1[C:12]1[CH:13]=[C:14]([O:18][CH:20]([F:22])[F:21])[N:15]([CH3:17])[N:16]=1 |f:0.1|. Procedure: 28.8 g (720 mmol) of sodium hydroxide dissolved in 240 ml of water were added to a solution of 37 g (144 mmol) of 5-(2,4-dichloro-5-methylphenyl)-1,2-dihydro-2-methyl-3H-pyrazol-3-one in 390 ml of dioxane. Chlorodifluoromethane was subsequently passed in at 60-65° C. in the course of 4 hours, whereupon the reaction solution was stirred into 1 l of water. It was then extracted using methyl tert-butyl ether. The organic phase was dried over magnesium sulfate, filtered and then concentrated. The cr...